From a dataset of the Open Reaction Database (ORD), a public repository of structured organic reaction records. describe an organic reaction: reactants, conditions, products, and yield The reactants are ClC1=NC=CC(=C1)C#CC=1N=C(NC1)C (2-chloro-4-(2-methyl-1H-imidazol-4-ylethynyl)-pyridine), CC1=CC=C(C=C1)B(O)O (4-methyl-benzene boronic acid). Product: ClC1=NC=CC(=C1)C#CC=1N=C(N(C1)C1=CC=C(C=C1)C)C (2-Chloro-4-[1-(4-methyl-phenyl)-2-methyl-1H-imidazol-4-ylethynyl]-pyridine). As a reaction SMILES: [Cl:1][C:2]1[CH:7]=[C:6]([C:8]#[C:9][C:10]2[N:11]=[C:12]([CH3:15])[NH:13][CH:14]=2)[CH:5]=[CH:4][N:3]=1.[CH3:16][C:17]1[CH:22]=[CH:21][C:20](B(O)O)=[CH:19][CH:18]=1>>[Cl:1][C:2]1[CH:7]=[C:6]([C:8]#[C:9][C:10]2[N:11]=[C:12]([CH3:15])[N:13]([C:20]3[CH:21]=[CH:22][C:17]([CH3:16])=[CH:18][CH:19]=3)[CH:14]=2)[CH:5]=[CH:4][N:3]=1. Reported procedure: The title compound, MS: m/e=308.8 (M+H+), was prepared in accordance with the general method of example 7 from 2-chloro-4-(2-methyl-1H-imidazol-4-ylethynyl)-pyridine and 4-methyl-benzene boronic acid. Reactants: Cl (hydrochloric acid), N1N=NN=C1C=1C=CC=2C(C3=CC=CC=C3S(C2C1)(=O)=O)=O (3-(5-tetrazolyl)thioxanthone-10,10-dioxide), mercuric acetate, Cl (hydrochloric acid). Reagents/catalysts: [Zn] (zinc). Run in C(C)(=O)O (acetic acid). Conditions: time 4 hour. Yields the product N1N=NN=C1C=1C=CC=2CC3=CC=CC=C3S(C2C1)(=O)=O (3-(5-tetrazolyl)thioxanthene-10,10-dioxide). Reaction SMILES: [NH:1]1[C:5]([C:6]2[CH:7]=[CH:8][C:9]3[C:10](=O)[C:11]4[C:16]([S:17](=[O:21])(=[O:20])[C:18]=3[CH:19]=2)=[CH:15][CH:14]=[CH:13][CH:12]=4)=[N:4][N:3]=[N:2]1.Cl>[Zn].C(O)(=O)C>[NH:1]1[C:5]([C:6]2[CH:7]=[CH:8][C:9]3[CH2:10][C:11]4[C:16]([S:17](=[O:21])(=[O:20])[C:18]=3[CH:19]=2)=[CH:15][CH:14]=[CH:13][CH:12]=4)=[N:4][N:3]=[N:2]1. Procedure details: To 3-(5-tetrazolyl)thioxanthone-10,10-dioxide (1.25g.), zinc wool (2.50g.) and mercuric acetate (0.10g.) was added acetic acid (25 ml.) and concentrated hydrochloric acid (25 ml.), and the mixture boiled under reflux for 2 hr. After this time a further amount of hydrochloric acid (1.5 ml.) was added and the mixture boiled for a further 4 hr., filtered while hot, cooled, and diluted with water. The crude product was filtered off, recrystallised three times from methanol, and dried at 80° C in vac... Reactants: [OH-].[K+] (potassium hydroxide), C(C)OC(=O)C=1C=NN(C1)C1=NC2=CC(=CC(=C2C(N1)=O)F)F (1-(5,7-difluoro-4-oxo-3,4-dihydro-quinazolin-2-yl)-1H-pyrazole-4-carboxylic acid ethyl ester). The solvent is C1CCOC1 (THF). Run at time 18 hour. The product is FC1=C2C(NC(=NC2=CC(=C1)F)N1N=CC(=C1)C(=O)O)=O (1-(5,7-difluoro-4-oxo-3,4-dihydro-quinazolin-2-yl)-1H-pyrazole-4-carboxylic acid). The yield is 98.7%. Reaction SMILES: [OH-].[K+].C([O:5][C:6]([C:8]1[CH:9]=[N:10][N:11]([C:13]2[NH:22][C:21](=[O:23])[C:20]3[C:15](=[CH:16][C:17]([F:25])=[CH:18][C:19]=3[F:24])[N:14]=2)[CH:12]=1)=[O:7])C>C1COCC1>[F:24][C:19]1[CH:18]=[C:17]([F:25])[CH:16]=[C:15]2[C:20]=1[C:21](=[O:23])[NH:22][C:13]([N:11]1[CH:12]=[C:8]([C:6]([OH:7])=[O:5])[CH:9]=[N:10]1)=[N:14]2 |f:0.1|. Procedure: Aqueous potassium hydroxide (1 M, 1.7 mL, 1.7 mmol) was added to 1-(5,7-difluoro-4-oxo-3,4-dihydro-quinazolin-2-yl)-1H-pyrazole-4-carboxylic acid ethyl ester (0.152 g, 0.475 mmol) in THF (1.7 mL). The reaction mixture was allowed to stir at room temperature for 18 h and was then concentrated. The residue was redissolved in water (5 mL) and brought to pH 1 with 1M aqueous HCl. The resulting precipitate was collected by filtration to yield the titled compound (0.137 g, 98% yield). MS (ESI/Cl): mas... Reactants: ClC1=C2C=CC=C(C2=CC2=CC=CC=C12)C(=O)O (10-Chloranthracene-1-carboxylic acid), OS(=O)(=O)O (H2SO4), CCO (EtOH). Product: ClC1=C2C=CC=C(C2=CC2=CC=CC=C12)C(=O)OCC (ethyl 10-chloroanthracene-1-carboxylate). The yield is 77.0%. As a reaction SMILES: [Cl:1][C:2]1[C:15]2[C:10](=[CH:11][CH:12]=[CH:13][CH:14]=2)[CH:9]=[C:8]2[C:3]=1[CH:4]=[CH:5][CH:6]=[C:7]2[C:16]([OH:18])=[O:17].OS(O)(=O)=O.[CH3:24][CH2:25]O>>[Cl:1][C:2]1[C:15]2[C:10](=[CH:11][CH:12]=[CH:13][CH:14]=2)[CH:9]=[C:8]2[C:3]=1[CH:4]=[CH:5][CH:6]=[C:7]2[C:16]([O:18][CH2:24][CH3:25])=[O:17]. Procedure details: 10-Chloroanthracene-1-carboxylic acid (37A, 17.3 g, 0.0674 mol), conc. H2SO4 (1.0 mL), and abs. EtOH (500 mL) was refluxed for 3 days using 4Å molecular sieves in a Soxhlet extractor to remove H2O. The solvent was removed and then partitioned between EtOAc and satd. NaHCO3. The solvent was then removed from the organic layer to give 14.86 g (77%) of ethyl 10-chloroanthracene-1-carboxylate, which was used without further purification. Reactants: NCCSCC1=C(N=CS1)C (5-(2-Aminoethyl)thiomethyl-4-methylthiazole), Cl (hydrochloric acid). Product: Cl.Cl.NCCSCC1=C(N=CS1)C (5-(2-aminoethyl)thiomethyl-4-methylthiazole dihydrochloride). RXN SMILES: [NH2:1][CH2:2][CH2:3][S:4][CH2:5][C:6]1[S:10][CH:9]=[N:8][C:7]=1[CH3:11].[ClH:12]>>[ClH:12].[ClH:12].[NH2:1][CH2:2][CH2:3][S:4][CH2:5][C:6]1[S:10][CH:9]=[N:8][C:7]=1[CH3:11] |f:2.3.4|. Procedure details: 5-(2-Aminoethyl)thiomethyl-4-methylthiazole is treated with a hydrochloric acid solution to give 5-(2-aminoethyl)thiomethyl-4-methylthiazole dihydrochloride. The reactants are COC1=CC2=CC=CC=C2C=C1OC (2,3-dimethoxynaphthalene), [Cl-].[Al+3].[Cl-].[Cl-] (aluminium chloride), ClCCCC(=O)Cl (4-chlorobutanoylchloride). Solvent: C(Cl)Cl (methylene chloride). The product is ClCCCC(=O)C1=CC2=CC(=C(C=C2C=C1)OC)OC (4-Chloro-1-(6,7-dimethoxy-naphthalen-2-yl)-butan-1-one). As a reaction SMILES: [CH3:1][O:2][C:3]1[C:12]([O:13][CH3:14])=[CH:11][C:10]2[C:5](=[CH:6][CH:7]=[CH:8][CH:9]=2)[CH:4]=1.[Cl-].[Al+3].[Cl-].[Cl-].[Cl:19][CH2:20][CH2:21][CH2:22][C:23](Cl)=[O:24]>C(Cl)Cl>[Cl:19][CH2:20][CH2:21][CH2:22][C:23]([C:7]1[CH:8]=[CH:9][C:10]2[C:5](=[CH:4][C:3]([O:2][CH3:1])=[C:12]([O:13][CH3:14])[CH:11]=2)[CH:6]=1)=[O:24] |f:1.2.3.4|. Reported procedure: This product was prepared from 2,3-dimethoxynaphthalene (3.76 g), aluminium chloride (2.93 g) and 4-chlorobutanoylchloride (2.96 g) in methylene chloride (100 ml) as described in example 9(a) above. Starting materials: Cl (hydrochloric acid), N(=O)[O-].[Na+] (sodium nitrite), N1(CCOCC1)CC1OC2=C(NC1)C=CC=C2 (racemic 2-(4-morpholinylmethyl)-3,4-dihydro-2H-1,4-benzoxazine). The solvent is O (water). Product: N1(CCOCC1)CC1OC2=C(N(C1)N=O)C=CC=C2 (racemic 2-(4-morpholinylmethyl)-4-nitroso-3,4-dihydro-2H-1,4-benzoxazine). Reaction SMILES: [N:1]1([CH2:7][CH:8]2[CH2:13][NH:12][C:11]3[CH:14]=[CH:15][CH:16]=[CH:17][C:10]=3[O:9]2)[CH2:6][CH2:5][O:4][CH2:3][CH2:2]1.Cl.[N:19]([O-])=[O:20].[Na+]>O>[N:1]1([CH2:7][CH:8]2[CH2:13][N:12]([N:19]=[O:20])[C:11]3[CH:14]=[CH:15][CH:16]=[CH:17][C:10]=3[O:9]2)[CH2:2][CH2:3][O:4][CH2:5][CH2:6]1 |f:2.3|. Reported procedure: Similarly 8 g (0.034 mole) of racemic 2-(4-morpholinylmethyl)-3,4-dihydro-2H-1,4-benzoxazine in about 130 ml. of 2N aqueous hydrochloric acid was treated with 1.3 g (0.019 mole) of sodium nitrite in about 100 ml of water at 0° C. to produce racemic 2-(4-morpholinylmethyl)-4-nitroso-3,4-dihydro-2H-1,4-benzoxazine, which was used as such in the next synthetic step without further purification or characterization. Starting materials: N(=O)N1C(C(N(C(C1C1N(CC(CC1)Cl)C(C(F)(F)F)=O)=O)N=O)C1N(CC(CC1)Cl)C(C(F)(F)F)=O)=O (1,4-dinitroso-3,6-bis-(1-trifluoracetyl-5-chloro-2-piperidinyl)-2,5-piperazinedione), [OH-].[Na+] (sodium hydroxide). The solvent is C(Cl)(Cl)Cl (chloroform). Yields the product N(=O)N1C(C(N(C(C1C1NCC(CC1)Cl)=O)N=O)C1NCC(CC1)Cl)=O (1,4-dinitroso-3,6-bis-(5-chloro-2-piperdinyl)-2,5-piperazinedione). Reaction SMILES: [N:1]([N:3]1[CH:8]([CH:9]2[CH2:14][CH2:13][CH:12]([Cl:15])[CH2:11][N:10]2C(=O)C(F)(F)F)[C:7](=[O:22])[N:6]([N:23]=[O:24])[CH:5]([CH:25]2[CH2:30][CH2:29][CH:28]([Cl:31])[CH2:27][N:26]2C(=O)C(F)(F)F)[C:4]1=[O:38])=[O:2].[OH-].[Na+]>C(Cl)(Cl)Cl>[N:23]([N:6]1[CH:5]([CH:25]2[CH2:30][CH2:29][CH:28]([Cl:31])[CH2:27][NH:26]2)[C:4](=[O:38])[N:3]([N:1]=[O:2])[CH:8]([CH:9]2[CH2:14][CH2:13][CH:12]([Cl:15])[CH2:11][NH:10]2)[C:7]1=[O:22])=[O:24] |f:1.2|. Reported procedure: A 1 mmole portion of 1,4-dinitroso-3,6-bis-(1-trifluoracetyl-5-chloro-2-piperidinyl)-2,5-piperazinedione is stirred in a 2-phase system of 10ml. of chloroform and 10 ml. of 0.2 N sodium hydroxide with ice-bath cooling for 4 hours. The solvents are then removed in vacuo and the residue is chromatographed on silica gel tic plates to afford 1,4-dinitroso-3,6-bis-(5-chloro-2-piperdinyl)-2,5-piperazinedione. Starting materials: C(CC=O)CC=O (glutaric dialdehyde), S(O)(O)(=O)=O (sulfuric acid), C(C)OP(OCC)(=O)CN1C(C(NC=2C3=C(C(=CC12)N)C=CC=C3)=O)=O ((6-amino-2,3-dioxo-1,2,3,4-tetrahydrobenzo[f]quinoxalin-4-yl)-methanephosphonic acid diethyl ester), [BH4-].[Na+] (sodium borohydride), B([O-])[O-].[Na+].[Na+] (sodium boronate). Run in O1CCCC1.CO (tetrahydrofuran methanol), O1CCCC1 (tetrahydrofuran). Product: C(C)OP(OCC)(=O)CN1C(C(NC=2C3=C(C(=CC12)N1CCCCC1)C=CC=C3)=O)=O ([6-(Piperidin-1-yl)-2,3-dioxo-1,2,3,4-tetrahydrobenzo[f]quinoxalin-4-yl]-methanephosphonic acid diethyl ester). Reaction SMILES: [CH2:1]([CH2:5][CH:6]=O)[CH2:2][CH:3]=O.S(=O)(=O)(O)O.[CH2:13]([O:15][P:16]([CH2:21][N:22]1[C:31]2[CH:30]=[C:29]([NH2:32])[C:28]3[CH:33]=[CH:34][CH:35]=[CH:36][C:27]=3[C:26]=2[NH:25][C:24](=[O:37])[C:23]1=[O:38])(=[O:20])[O:17][CH2:18][CH3:19])[CH3:14].[BH4-].[Na+].B([O-])[O-].[Na+].[Na+]>O1CCCC1.O1CCCC1.CO>[CH2:13]([O:15][P:16]([CH2:21][N:22]1[C:31]2[CH:30]=[C:29]([N:32]3[CH2:6][CH2:5][CH2:1][CH2:2][CH2:3]3)[C:28]3[CH:33]=[CH:34][CH:35]=[CH:36][C:27]=3[C:26]=2[NH:25][C:24](=[O:37])[C:23]1=[O:38])(=[O:20])[O:17][CH2:18][CH3:19])[CH3:14] |f:3.4,5.6.7,9.10|. Procedure: A mixture of 100 microliters of aqueous glutaric dialdehyde (content about 25%), 300 microliters of diluted sulfuric acid and 1 ml of tetrahydrofuran/methanol 1:1 is added with stirring at ice bath temperature to 37 mg of (6-amino-2,3-dioxo-1,2,3,4-tetrahydrobenzo[f]quinoxalin-4-yl)-methanephosphonic acid diethyl ester in 2 ml of tetrahydrofuran z.A., to which 13 mg of sodium borohydride was added. Then, another 10 mg of sodium boronate is added and worked up for 1 more hour. The mixture is neut...